Task: describe an organic reaction: reactants, conditions, products, and yield. Dataset: the Open Reaction Database (ORD), a public repository of structured organic reaction records Reactants: O1C(=NC2=C1C=CC=C2)N(C)CCOC2=CC=C(C=C2)CC(C(=O)OC)Cl (methyl 3-[4-[2-[N-(2-benzoxazolyl)-N-methylamino]ethoxy]phenyl]-2-chloropropanoate), ClC1=CC=C(C=C1)S (4-chlorothiophenol). Product: O1C(=NC2=C1C=CC=C2)N(C)CCOC2=CC=C(C=C2)CC(C(=O)OC)SC2=CC=C(C=C2)Cl (Methyl 3-[4-[2-[N-(2-benzoxazolyl)-N-methylamino]ethoxy]phenyl]-2-(4-chlorophenylthio)propanoate). RXN SMILES: [O:1]1[C:5]2[CH:6]=[CH:7][CH:8]=[CH:9][C:4]=2[N:3]=[C:2]1[N:10]([CH2:12][CH2:13][O:14][C:15]1[CH:20]=[CH:19][C:18]([CH2:21][CH:22](Cl)[C:23]([O:25][CH3:26])=[O:24])=[CH:17][CH:16]=1)[CH3:11].[Cl:28][C:29]1[CH:34]=[CH:33][C:32]([SH:35])=[CH:31][CH:30]=1>>[O:1]1[C:5]2[CH:6]=[CH:7][CH:8]=[CH:9][C:4]=2[N:3]=[C:2]1[N:10]([CH2:12][CH2:13][O:14][C:15]1[CH:20]=[CH:19][C:18]([CH2:21][CH:22]([S:35][C:32]2[CH:33]=[CH:34][C:29]([Cl:28])=[CH:30][CH:31]=2)[C:23]([O:25][CH3:26])=[O:24])=[CH:17][CH:16]=1)[CH3:11]. Reported procedure: The title compound was prepared as a gum from methyl 3-[4-[2-[N-(2-benzoxazolyl)-N-methylamino]ethoxy]phenyl]-2-chloropropanoate and 4-chlorothiophenol by a procedure similar to that described in Example 23. Reactants: Cc1ccc2ccccc2n1, [K+], N, [Na+], O=[N+]([O-])[O-], O=[N+]([O-])[O-], [OH-], O, O=[N+]([O-])O, O=S(=O)(O)O. Product: Cc1ccc2c([N+](=O)[O-])cccc2n1. Reaction SMILES: [CH3:1][c:2]1[n:3][c:4]2[cH:5][cH:6][cH:7][cH:8][c:9]2[cH:10][cH:11]1.[K+:20].[NH3:28].[Na+:26].[O-:16][N+:17](=[O:18])[O-:19].[O-:21][N+:22](=[O:23])[O-:24].[OH-:25].[OH2:27].[OH:12][N+:13]([O-:14])=[O:15].[S:29](=[O:30])(=[O:31])([OH:32])[OH:33]>>[CH3:1][c:2]1[n:3][c:4]2[cH:5][cH:6][cH:7][c:8]([N+:13](=[O:12])[O-:14])[c:9]2[cH:10][cH:11]1. The reactants are COC1=CC=C2C(=C(NC2=C1)C=1C=NC=NC1)CC1=CC=CC(=N1)C(=O)N (6-(6-methoxy-2-pyrimidin-5-yl-1H-indol-3-ylmethyl)pyridine-2-carboxamide), C(O)([O-])=O.[Na+] (sodium hydrogen carbonate), O (water), P(=O)(Cl)(Cl)Cl (phosphoryl chloride). The solvent is CN(C=O)C (N,N-dimethylformamide). The product is COC1=CC=C2C(=C(NC2=C1)C=1C=NC=NC1)CC1=CC=CC(=N1)C#N (6-(6-Methoxy-2-pyrimidin-5-yl-1H-indol-3-ylmethyl)pyridine-2-carbonitrile). The yield is 97.8%. As a reaction SMILES: [CH3:1][O:2][C:3]1[CH:11]=[C:10]2[C:6]([C:7]([CH2:18][C:19]3[N:24]=[C:23]([C:25]([NH2:27])=O)[CH:22]=[CH:21][CH:20]=3)=[C:8]([C:12]3[CH:13]=[N:14][CH:15]=[N:16][CH:17]=3)[NH:9]2)=[CH:5][CH:4]=1.P(Cl)(Cl)(Cl)=O.C(=O)([O-])O.[Na+].O>CN(C)C=O>[CH3:1][O:2][C:3]1[CH:11]=[C:10]2[C:6]([C:7]([CH2:18][C:19]3[N:24]=[C:23]([C:25]#[N:27])[CH:22]=[CH:21][CH:20]=3)=[C:8]([C:12]3[CH:17]=[N:16][CH:15]=[N:14][CH:13]=3)[NH:9]2)=[CH:5][CH:4]=1 |f:2.3|. Procedure: To a suspension of 6-(6-methoxy-2-pyrimidin-5-yl-1H-indol-3-ylmethyl)pyridine-2-carboxamide (351 mg) in N,N-dimethylformamide (9.8 mL) was added phosphoryl chloride (0.133 mL) under ice-cooling, and the mixture was stirred under ice-cooling for 3 hours. To the reaction mixture were added a saturated aqueous sodium hydrogen carbonate and water, followed by extraction with ethyl acetate. The organic layer was washed with water and saturated brine successively, dried over anhydrous sodium sulfate, ...